Task: describe an organic reaction: reactants, conditions, products, and yield. Dataset: the Open Reaction Database (ORD), a public repository of structured organic reaction records Reactants: C(C1=CC=CC=C1)NC(=O)NC=1C=CC2=C(N(C(=N2)CCCC)CC2=CC=C(C=C2)C=2C(=CC=CC2)C(=O)OC(C)(C)C)C1 (tert.butyl 4'-[(6-benzylaminocarbonylamino-2-n-butyl-benzimidazol-1-yl)-methyl]biphenyl-2-carboxylate), FC(C(=O)O)(F)F (trifluoroacetic acid). Product: C(C1=CC=CC=C1)NC(=O)NC=1C=CC2=C(N(C(=N2)CCCC)CC2=CC=C(C=C2)C=2C(=CC=CC2)C(=O)O)C1 (4'-[(6-Benzylaminocarbonylamino-2-n-butyl-benzimidazol-1-yl)-methyl]biphenyl-2-carboxylic acid). RXN SMILES: [CH2:1]([NH:8][C:9]([NH:11][C:12]1[CH:13]=[CH:14][C:15]2[N:19]=[C:18]([CH2:20][CH2:21][CH2:22][CH3:23])[N:17]([CH2:24][C:25]3[CH:30]=[CH:29][C:28]([C:31]4[C:32]([C:37]([O:39]C(C)(C)C)=[O:38])=[CH:33][CH:34]=[CH:35][CH:36]=4)=[CH:27][CH:26]=3)[C:16]=2[CH:44]=1)=[O:10])[C:2]1[CH:7]=[CH:6][CH:5]=[CH:4][CH:3]=1.FC(F)(F)C(O)=O>>[CH2:1]([NH:8][C:9]([NH:11][C:12]1[CH:13]=[CH:14][C:15]2[N:19]=[C:18]([CH2:20][CH2:21][CH2:22][CH3:23])[N:17]([CH2:24][C:25]3[CH:26]=[CH:27][C:28]([C:31]4[C:32]([C:37]([OH:39])=[O:38])=[CH:33][CH:34]=[CH:35][CH:36]=4)=[CH:29][CH:30]=3)[C:16]=2[CH:44]=1)=[O:10])[C:2]1[CH:7]=[CH:6][CH:5]=[CH:4][CH:3]=1. Procedure details: Prepared in analogous manner to Example 9 from tert.butyl 4'-[(6-benzylaminocarbonylamino-2-n-butyl-benzimidazol-1-yl)-methyl]biphenyl-2-carboxylate and trifluoroacetic acid. Starting materials: O (water), N (ammonia), FC(OC1=C(C=CC=C1)S(=O)(=O)Cl)F (2-difluoromethoxyphenylsulfonyl chloride). The solvent is C(Cl)Cl (methylene chloride), C(Cl)Cl (methylene chloride). Product: FC(OC1=C(C=CC=C1)S(=O)(=O)N)F (2-Difluoromethoxyphenylsulfonamide). RXN SMILES: O.[NH3:2].[F:3][CH:4]([F:16])[O:5][C:6]1[CH:11]=[CH:10][CH:9]=[CH:8][C:7]=1[S:12](Cl)(=[O:14])=[O:13]>C(Cl)Cl>[F:3][CH:4]([F:16])[O:5][C:6]1[CH:11]=[CH:10][CH:9]=[CH:8][C:7]=1[S:12]([NH2:2])(=[O:14])=[O:13]. Reported procedure: To a mixture of 250 ml of methylene chloride, 250 ml of water and 250 ml of 30% ammonia solution is slowly added a solution of 80.3 g of crude 2-difluoromethoxyphenylsulfonyl chloride in 50 ml of methylene chloride. After the exothermic reaction has subsided, the reaction mixture is refluxed for 2 hours. The organic phase is washed with water, dried over sodium sulfate, and evaporated to dryness. Recrystallisation from methanol yield 40.5 g of 2-difluoromethoxyphenylsulfonamide with a melting po...